This data is from the Open Reaction Database (ORD), a public repository of structured organic reaction records. The task is: describe an organic reaction: reactants, conditions, products, and yield Starting materials: COC(CCC\C=C/C[C@H]1[C@H](C[C@H]([C@@H]1\C=C\[C@H](C(CC=C(C)C)C)OC1OCCCC1)OC1OCCCC1)O)=O ((5Z,13E)-(8R,9S,11R,12R,15S,16RS)-9-hydroxy-11,15-bis(tetrahydropyran-2-yloxy)-16,19-dimethyl-5,13,18-prostatrienoic acid methyl ester), C1(=CC=CC=C1)P(C1=CC=CC=C1)C1=CC=CC=C1 (triphenylphosphine), solution, C(Cl)(Cl)(Cl)Cl (carbon tetrachloride), N1=CC=CC=C1 (pyridine). Solvent: C(C)#N (acetonitrile), CCOCC (ether), CCCCCC (hexane). Run at time 10 minute. Product: COC(CCC\C=C/C[C@H]1[C@@H](C[C@H]([C@@H]1\C=C\[C@H](C(CC=C(C)C)C)OC1OCCCC1)OC1OCCCC1)Cl)=O ((5Z,13E)-(8R,9R,11R,12R,15S,16RS)-9-Chloro-11,15-bis(tetrahydropyran-2-yloxy)-16,19-dimethyl-5,13,18-prostatrienoic Acid Methyl Ester). RXN SMILES: [CH3:1][O:2][C:3](=[O:40])[CH2:4][CH2:5][CH2:6]/[CH:7]=[CH:8]\[CH2:9][C@@H:10]1[C@@H:14](/[CH:15]=[CH:16]/[C@@H:17]([O:25][CH:26]2[CH2:31][CH2:30][CH2:29][CH2:28][O:27]2)[CH:18]([CH3:24])[CH2:19][CH:20]=[C:21]([CH3:23])[CH3:22])[C@H:13]([O:32][CH:33]2[CH2:38][CH2:37][CH2:36][CH2:35][O:34]2)[CH2:12][C@@H:11]1O.C1(P(C2C=CC=CC=2)C2C=CC=CC=2)C=CC=CC=1.C(Cl)(Cl)(Cl)[Cl:61].N1C=CC=CC=1>CCOCC.CCCCCC.C(#N)C>[CH3:1][O:2][C:3](=[O:40])[CH2:4][CH2:5][CH2:6]/[CH:7]=[CH:8]\[CH2:9][C@@H:10]1[C@@H:14](/[CH:15]=[CH:16]/[C@@H:17]([O:25][CH:26]2[CH2:31][CH2:30][CH2:29][CH2:28][O:27]2)[CH:18]([CH3:24])[CH2:19][CH:20]=[C:21]([CH3:23])[CH3:22])[C@H:13]([O:32][CH:33]2[CH2:38][CH2:37][CH2:36][CH2:35][O:34]2)[CH2:12][C@H:11]1[Cl:61]. Procedure details: A solution of 1.09 g of (5Z,13E)-(8R,9S,11R,12R,15S,16RS)-9-hydroxy-11,15-bis(tetrahydropyran-2-yloxy)-16,19-dimethyl-5,13,18-prostatrienoic acid methyl ester, 760 mg of triphenylphosphine, and 14.5 ml of a solution of 0.97 ml of carbon tetrachloride, 0.79 ml of pyridine, and 48 ml of acetonitrile were agitated under argon at room temperature for 69 hours. The mixture was then diluted with 15 ml of ether and 30 ml of hexane, further stirred for 10 minutes, and filtered. The residue from the evap...